Dataset: the Open Reaction Database (ORD), a public repository of structured organic reaction records. Task: describe an organic reaction: reactants, conditions, products, and yield Starting materials: BrC=1SC(=CC1)Br (2,5-Dibromo-thiophene), C(C)(C)(C)OC(=O)N1C(CCC1)C=1NC(=CN1)C1=CC=C(C=C1)B1OC(C(O1)(C)C)(C)C (2-{5-[4-(4,4,5,5-Tetramethyl-[1,3,2]dioxaborolan-2-yl)-phenyl]-1H-imidazol-2-yl}-pyrrolidine-1-carboxylic acid tert-butyl ester), C(OC)COC (dimethoxyethane). The reagents and catalysts are C=1C=CC(=CC1)[P](C=2C=CC=CC2)(C=3C=CC=CC3)[Pd]([P](C=4C=CC=CC4)(C=5C=CC=CC5)C=6C=CC=CC6)([P](C=7C=CC=CC7)(C=8C=CC=CC8)C=9C=CC=CC9)[P](C=1C=CC=CC1)(C=1C=CC=CC1)C=1C=CC=CC1 (Pd(PPh3)4). Solvent: C(C)(=O)OCC (ethyl acetate), C(=O)([O-])[O-].[K+].[K+] (K2CO3). Run at temperature 90 celsius. Yields the product C(C)(C)(C)OC(=O)N1C(CCC1)C=1NC(=CN1)C1=CC=C(C=C1)C=1SC(=CC1)Br (2-{5-[4-(5-Bromo-thiophen-2-yl)-phenyl]-1H-imidazol-2-yl}-pyrrolidine-1-carboxylic acid tert-butyl ester). Yield: 98.7%. As a reaction SMILES: [Br:1][C:2]1[S:3][C:4](Br)=[CH:5][CH:6]=1.[C:8]([O:12][C:13]([N:15]1[CH2:19][CH2:18][CH2:17][CH:16]1[C:20]1[NH:21][C:22]([C:25]2[CH:30]=[CH:29][C:28](B3OC(C)(C)C(C)(C)O3)=[CH:27][CH:26]=2)=[CH:23][N:24]=1)=[O:14])([CH3:11])([CH3:10])[CH3:9].C(COC)OC>C([O-])([O-])=O.[K+].[K+].C(OCC)(=O)C.C1C=CC([P]([Pd]([P](C2C=CC=CC=2)(C2C=CC=CC=2)C2C=CC=CC=2)([P](C2C=CC=CC=2)(C2C=CC=CC=2)C2C=CC=CC=2)[P](C2C=CC=CC=2)(C2C=CC=CC=2)C2C=CC=CC=2)(C2C=CC=CC=2)C2C=CC=CC=2)=CC=1>[C:8]([O:12][C:13]([N:15]1[CH2:19][CH2:18][CH2:17][CH:16]1[C:20]1[NH:21][C:22]([C:25]2[CH:30]=[CH:29][C:28]([C:4]3[S:3][C:2]([Br:1])=[CH:6][CH:5]=3)=[CH:27][CH:26]=2)=[CH:23][N:24]=1)=[O:14])([CH3:11])([CH3:9])[CH3:10] |f:3.4.5,^1:61,63,82,101|. Procedure details: A mixture of 2,5-Dibromo-thiophene (4.93 g), 2-{5-[4-(4,4,5,5-Tetramethyl-[1,3,2]dioxaborolan-2-yl)-phenyl]-1H-imidazol-2-yl}-pyrrolidine-1-carboxylic acid tert-butyl ester (0.896 g, prepared according to WO2008021927 A2), and Pd(PPh3)4 (0.118 g) in 2M K2CO3 (3.06 mL)/dimethoxyethane (6.12 mL) was heated at 90° C. for 8 hours. Reaction mixture was cooled, diluted with ethyl acetate and washed with brine, dried (MgSO4), concentrated and purified by flash column chromatography (silica gel, 0 to 10...